This data is from the Open Reaction Database (ORD), a public repository of structured organic reaction records. The task is: describe an organic reaction: reactants, conditions, products, and yield Reactants: ClC[Si](CCC1=C2C(=NC=3C4=CC5=C(C(N4CC13)=O)COC([C@]5(O)CC)=O)C=CC=C2)(C)C (11-(4S)-[2-(chloromethyldimethylsilanyl)-ethyl]-4-ethyl-4-hydroxy-1,12-dihydro-4H-2-oxa-6,12a-diaza-dibenzo[b,h]fluorene-3,13-dione), [N-]=[N+]=[N-].[Na+] (sodium azide). Solvent: CN(C=O)C (N,N-dimethylformamide). The product is N(=[N+]=[N-])C[Si](CCC1=C2C(=NC=3C4=CC5=C(C(N4CC13)=O)COC([C@]5(O)CC)=O)C=CC=C2)(C)C ((4S)-11-[2-(azidomethyldimethylsilanyl)-ethyl]-4-ethyl-4-hydroxy-1,12-dihydro-4H-2-oxa-6,12a-diaza-dibenzo[b,h]fluorene-3,13-dione). Isolated yield 83.0%. Reaction SMILES: Cl[CH2:2][Si:3]([CH3:33])([CH3:32])[CH2:4][CH2:5][C:6]1[C:18]2[CH2:17][N:16]3[C:11](=[CH:12][C:13]4[C@:23]([CH2:25][CH3:26])([OH:24])[C:22](=[O:27])[O:21][CH2:20][C:14]=4[C:15]3=[O:19])[C:10]=2[N:9]=[C:8]2[CH:28]=[CH:29][CH:30]=[CH:31][C:7]=12.[N-:34]=[N+:35]=[N-:36].[Na+]>CN(C)C=O>[N:34]([CH2:2][Si:3]([CH3:33])([CH3:32])[CH2:4][CH2:5][C:6]1[C:18]2[CH2:17][N:16]3[C:11](=[CH:12][C:13]4[C@:23]([CH2:25][CH3:26])([OH:24])[C:22](=[O:27])[O:21][CH2:20][C:14]=4[C:15]3=[O:19])[C:10]=2[N:9]=[C:8]2[CH:28]=[CH:29][CH:30]=[CH:31][C:7]=12)=[N+:35]=[N-:36] |f:1.2|. Reported procedure: A slurry of Compound 3 (950 mg) and sodium azide (255 mg) in dry N,N-dimethylformamide (10 mL) was heated at 70° C. for 3 hours under argon. The N,N-dimethylformamide was removed from the reaction mixture under vacuum and directly eluted on a silica gel using 2% ethanol in dichloromethane to afford the required product in 83% yield (800 mg). Starting materials: CC(=O)C=Cc1ccccc1, Cl. The product is CC(O)C=Cc1ccccc1. Reaction SMILES: [CH3:1][C:2](=[O:3])[CH:4]=[CH:5][c:6]1[cH:7][cH:8][cH:9][cH:10][cH:11]1.[ClH:12]>>[CH3:1][CH:2]([OH:3])[CH:4]=[CH:5][c:6]1[cH:7][cH:8][cH:9][cH:10][cH:11]1. Starting materials: CC(=O)OCC(=O)NC1CCN(c2ccc(N3CC(CNc4ccon4)OC3=O)cc2F)C1, O=C([O-])[O-], CO, [K+], [K+]. Product: O=C(CO)NC1CCN(c2ccc(N3CC(CNc4ccon4)OC3=O)cc2F)C1. Reaction SMILES: [C:1](=[O:2])([CH3:3])[O:4][CH2:5][C:6](=[O:7])[NH:8][CH:9]1[CH2:10][N:11]([c:14]2[c:15]([F:33])[cH:16][c:17]([N:20]3[C:21](=[O:32])[O:22][CH:23]([CH2:25][NH:26][c:27]4[n:28][o:29][cH:30][cH:31]4)[CH2:24]3)[cH:18][cH:19]2)[CH2:12][CH2:13]1.[C:34](=[O:35])([O-:36])[O-:37].[CH3:40][OH:41].[K+:38].[K+:39]>>[OH:4][CH2:5][C:6](=[O:7])[NH:8][CH:9]1[CH2:10][N:11]([c:14]2[c:15]([F:33])[cH:16][c:17]([N:20]3[C:21](=[O:32])[O:22][CH:23]([CH2:25][NH:26][c:27]4[n:28][o:29][cH:30][cH:31]4)[CH2:24]3)[cH:18][cH:19]2)[CH2:12][CH2:13]1. Reactants: NC(C(=O)O)CCCC1=CC=CC=C1 ((±)-2-Amino-5-phenylpentanoic acid), [H-].[H-].[H-].[H-].[Li+].[Al+3] (LiAlH4). Yields the product NC(CO)CCCC1=CC=CC=C1 ((±)-2-amino-5-phenylpentanol). As a reaction SMILES: [NH2:1][CH:2]([CH2:6][CH2:7][CH2:8][C:9]1[CH:14]=[CH:13][CH:12]=[CH:11][CH:10]=1)[C:3](O)=[O:4].[H-].[H-].[H-].[H-].[Li+].[Al+3]>>[NH2:1][CH:2]([CH2:6][CH2:7][CH2:8][C:9]1[CH:10]=[CH:11][CH:12]=[CH:13][CH:14]=1)[CH2:3][OH:4] |f:1.2.3.4.5.6|. Reported procedure: The compound from step 40a was reduced with LiAlH4 under standard conditions to give the title compound. Starting materials: C1(=CC=CC=C1)C1=NN2C(C=CC=C2)=C1CC(C(=O)O)=NO (3-(2-phenylpyrazolo[1,5-a]pyridin-3-yl)-2-hydroxyiminopropionic acid), O (water). The solvent is C(C)(=O)OC(C)=O (acetic anhydride). Product: C1(=CC=CC=C1)C1=NN2C(C=CC=C2)=C1CC#N (2-(2-phenylpyrazolo[1,5-a]pyridin-3-yl)acetonitrile). Yield: 63.3%. As a reaction SMILES: [C:1]1([C:7]2[C:15]([CH2:16][C:17](=[N:21]O)C(O)=O)=[C:10]3[CH:11]=[CH:12][CH:13]=[CH:14][N:9]3[N:8]=2)[CH:6]=[CH:5][CH:4]=[CH:3][CH:2]=1.O>C(OC(=O)C)(=O)C>[C:1]1([C:7]2[C:15]([CH2:16][C:17]#[N:21])=[C:10]3[CH:11]=[CH:12][CH:13]=[CH:14][N:9]3[N:8]=2)[CH:2]=[CH:3][CH:4]=[CH:5][CH:6]=1. Reported procedure: A solution of 3-(2-phenylpyrazolo[1,5-a]pyridin-3-yl)-2-hydroxyiminopropionic acid (0.20 g) in acetic anhydride (1 ml) was stirred for an hour at 80° C. After cooling to the mixture was added water (10 ml). The resulting precipitates were collected by filtration to give 2-(2-phenylpyrazolo[1,5-a]pyridin-3-yl)acetonitrile (0.10 g).